Dataset: the Open Reaction Database (ORD), a public repository of structured organic reaction records. Task: describe an organic reaction: reactants, conditions, products, and yield Starting materials: ClC1=CC=C(CC2C(OC(OC2=O)(C)C)=O)C=C1 (5-(4-chlorobenzyl)-2,2-dimethyl-1,3-dioxane-4,6-dione), Intermediate 5, BrC=1C=C2C(=C(C(=NC2=CC1)Cl)CC1=CC=C(C=C1)Cl)Cl (6-bromo-2,4-dichloro-3-(4-chlorobenzyl)quinoline), BrC=1C=C2C(=C(C(=NC2=CC1)Cl)CC1=CC=C(C=C1)Cl)Cl (6-bromo-2,4-dichloro-3-(4-chlorobenzyl)quinoline), BrC=1C=C2C(=C(C(=NC2=CC1)Cl)CC1=CC=C(C=C1)Cl)Cl (6-bromo-2,4-dichloro-3-(4-chlorobenzyl)quinoline), ClC=1C=C(CC2C(OC(OC2=O)(C)C)=O)C=CC1 (5-(3-chlorobenzyl)-2,2-dimethyl-1,3-dioxane-4,6-dione). The product is ClC=1C=C(CC(C(=O)O)C(=O)O)C=CC1 (2-(3-Chlorobenzyl)malonic acid). As a reaction SMILES: ClC1C=CC(CC2C(=O)OC(C)(C)OC2=O)=CC=1.BrC1C=C2C(=CC=1)N=C(Cl)C(CC1C=CC(Cl)=CC=1)=C2Cl.[Cl:40][C:41]1[CH:42]=[C:43]([CH:55]=[CH:56][CH:57]=1)[CH2:44][CH:45]1[C:50](=[O:51])[O:49]C(C)(C)[O:47][C:46]1=[O:54]>>[Cl:40][C:41]1[CH:42]=[C:43]([CH:55]=[CH:56][CH:57]=1)[CH2:44][CH:45]([C:46]([OH:54])=[O:47])[C:50]([OH:51])=[O:49]. Reported procedure: The title compound was prepared by substituting 5-(4-chlorobenzyl)-2,2-dimethyl-1,3-dioxane-4,6-dione (Intermediate 3: step a) with 5-(3-chlorobenzyl)-2,2-dimethyl-1,3-dioxane-4,6-dione (Intermediate 5: step a) then following the procedure described for the preparation of 2-(4-chlorobenzyl)malonic acid (Intermediate 3: step b).